This data is from the Open Reaction Database (ORD), a public repository of structured organic reaction records. The task is: describe an organic reaction: reactants, conditions, products, and yield Starting materials: FC=1C=C(C(=O)Cl)C=CC1C(F)(F)F (3-fluoro-4-trifluoromethylbenzoyl chloride), NC(C#N)(CN1N=C2C(=N1)C(=CC(=C2Cl)Cl)Cl)C (2-amino-2-methyl-3-(4,5,7-trichloro-2H-benzotriazol-2-yl)-propionitrile), TEA. As a reaction SMILES: [F:1][C:2]1[CH:3]=[C:4]([CH:8]=[CH:9][C:10]=1[C:11]([F:14])([F:13])[F:12])[C:5](Cl)=[O:6].[NH2:15][C:16]([CH3:32])([CH2:19][N:20]1[N:24]=[C:23]2[C:25]([Cl:31])=[CH:26][C:27]([Cl:30])=[C:28]([Cl:29])[C:22]2=[N:21]1)[C:17]#[N:18]>C1COCC1>[C:17]([C:16]([NH:15][C:5](=[O:6])[C:4]1[CH:8]=[CH:9][C:10]([C:11]([F:14])([F:13])[F:12])=[C:2]([F:1])[CH:3]=1)([CH3:32])[CH2:19][N:20]1[N:24]=[C:23]2[C:25]([Cl:31])=[CH:26][C:27]([Cl:30])=[C:28]([Cl:29])[C:22]2=[N:21]1)#[N:18]. Product: C(#N)C(CN1N=C2C(=N1)C(=CC(=C2Cl)Cl)Cl)(C)NC(C2=CC(=C(C=C2)C(F)(F)F)F)=O (N-[1-Cyano-1-methyl-2-(4,5,7-trichloro-2H-benzotriazol-2-yl)-ethyl]-3-fluoro-4-trifluoromethylbenzamide), residue. The solvent is C1CCOC1 (THF), C1CCOC1 (THF). Procedure: Using a procedure similar to that described in Example 60, except using a solution of 3-fluoro-4-trifluoromethylbenzoyl chloride (0.16 mmole) in THF and a solution of 2-amino-2-methyl-3-(4,5,7-trichloro-2H-benzotriazol-2-yl)-propionitrile (0.075 mmole, described in Example 39) in THF mixed with TEA (3% v./v.), the title compound was isolated as solid residue (13.9 mg). It was dissolved in DMSO for further biological evaluation and analyzed by LCMS. MS (ES): M/Z [M+H]=494, RT=0.73 min. Reactants: FC1=NC=CC(=C1)C1=C(N=C(S1)CC)C1=CC=C(C=C1)F (2-fluoro-4-[2-ethyl-4-(4-fluorophenyl)-1,3-thiazol-5-yl]pyridine), O (water), C1(CC1)N (cyclopropylamine). Run at temperature 150 celsius, time 16 hour. Product: C1(CC1)NC1=NC=CC(=C1)C1=C(N=C(S1)CC)C1=CC=C(C=C1)F (N-Cyclopropyl-4-[2-ethyl-4-(4-fluorophenyl)-1,3-thiazol-5-yl]pyridine-2-amine). Reaction SMILES: F[C:2]1[CH:7]=[C:6]([C:8]2[S:12][C:11]([CH2:13][CH3:14])=[N:10][C:9]=2[C:15]2[CH:20]=[CH:19][C:18]([F:21])=[CH:17][CH:16]=2)[CH:5]=[CH:4][N:3]=1.O.[CH:23]1([NH2:26])[CH2:25][CH2:24]1>>[CH:23]1([NH:26][C:2]2[CH:7]=[C:6]([C:8]3[S:12][C:11]([CH2:13][CH3:14])=[N:10][C:9]=3[C:15]3[CH:20]=[CH:19][C:18]([F:21])=[CH:17][CH:16]=3)[CH:5]=[CH:4][N:3]=2)[CH2:25][CH2:24]1. Procedure details: In a closed vessel, 600 mg (1.98 mmol) of 2-fluoro-4-[2-ethyl-4-(4-fluorophenyl)-1,3-thiazol-5-yl]pyridine (described, for example, in J. Med. Chem, 2005, 48, 5966-5979) in 10 ml cyclopropylamine are heated with stirring at 150° C. After 16 h, the reaction mixture is stirred into 100 ml of water and extracted with ethyl acetate (3×50 ml). The combined organic phases are dried over MgSO4 and freed from the solvent under reduced pressure. The residue is then purified by column chromatography on si... Starting materials: BrC1=C(C=CC=C1)NC(=O)[C@]1(N(CCC1)C(=O)OCC1=CC=CC=C1)C ((S)-benzyl 2-(2-bromophenylcarbamoyl)-2-methylpyrrolidine-1-carboxylate), COC=1C=CC(=CC1)P2(=S)SP(=S)(S2)C=3C=CC(=CC3)OC (Lawesson's reagent). The solvent is C1(=CC=CC=C1)C (toluene). Yields the product BrC1=C(C=CC=C1)NC(=S)[C@]1(N(CCC1)C(=O)OCC1=CC=CC=C1)C ((S)-benzyl 2-(2-bromophenylcarbamothioyl)-2-methylpyrrolidine-1-carboxylate). RXN SMILES: [Br:1][C:2]1[CH:7]=[CH:6][CH:5]=[CH:4][C:3]=1[NH:8][C:9]([C@:11]1([CH3:26])[CH2:15][CH2:14][CH2:13][N:12]1[C:16]([O:18][CH2:19][C:20]1[CH:25]=[CH:24][CH:23]=[CH:22][CH:21]=1)=[O:17])=O.COC1C=CC(P2(SP(C3C=CC(OC)=CC=3)(=S)S2)=[S:36])=CC=1>C1(C)C=CC=CC=1>[Br:1][C:2]1[CH:7]=[CH:6][CH:5]=[CH:4][C:3]=1[NH:8][C:9]([C@:11]1([CH3:26])[CH2:15][CH2:14][CH2:13][N:12]1[C:16]([O:18][CH2:19][C:20]1[CH:25]=[CH:24][CH:23]=[CH:22][CH:21]=1)=[O:17])=[S:36]. Procedure: To a solution of EXAMPLE 5B (1.25 g) in toluene (12 mL) was added Lawesson's reagent (1.212 g) and the mixture heated at reflux for 5 hours. After cooling, the solid was filtered and the filtrate concentrated. The residue was dissolved in ethyl acetate and the solution washed with 5% aqueous citric acid and brine. The organic layer was dried over magnesium sulfate, filtered, and concentrated, and the residue purified by flash chromatography on silica gel using 4:6 to 6:4 dichloromethane/hexane t... The reactants are BrC1=C(C(=C(C=C1)OC)OC(F)F)OCOC (1-bromo-3-(difluoromethoxy)-4-methoxy-2-(methoxymethoxy)benzene), C([O-])([O-])=O.[Cs+].[Cs+] (cesium carbonate), CC1(OB(OC1(C)C)C=1C=C2COC(C2=CC1)=O)C (5-(4,4,5,5-tetramethyl-1,3,2-dioxaborolan-2-yl)isobenzofuran-1(3H)-one). Reagents/catalysts: [Pd].C1(=CC=CC=C1)P(C1=CC=CC=C1)C1=CC=CC=C1.C1(=CC=CC=C1)P(C1=CC=CC=C1)C1=CC=CC=C1.C1(=CC=CC=C1)P(C1=CC=CC=C1)C1=CC=CC=C1.C1(=CC=CC=C1)P(C1=CC=CC=C1)C1=CC=CC=C1 (tetrakis(triphenylphosphine) palladium (0)). Solvent: CN(C=O)C (dimethylformamide). Run at temperature 80 celsius. Yields the product FC(OC=1C(=C(C=CC1OC)C=1C=C2COC(C2=CC1)=O)OCOC)F (5-(3-(Difluoromethoxy)-4-methoxy-2-(methoxymethoxy)phenyl)isobenzofuran-1(3H)-one). Yield: 57.0%. RXN SMILES: Br[C:2]1[CH:7]=[CH:6][C:5]([O:8][CH3:9])=[C:4]([O:10][CH:11]([F:13])[F:12])[C:3]=1[O:14][CH2:15][O:16][CH3:17].C(=O)([O-])[O-].[Cs+].[Cs+].CC1(C)C(C)(C)OB([C:32]2[CH:33]=[C:34]3[C:38](=[CH:39][CH:40]=2)[C:37](=[O:41])[O:36][CH2:35]3)O1>CN(C)C=O.[Pd].C1(P(C2C=CC=CC=2)C2C=CC=CC=2)C=CC=CC=1.C1(P(C2C=CC=CC=2)C2C=CC=CC=2)C=CC=CC=1.C1(P(C2C=CC=CC=2)C2C=CC=CC=2)C=CC=CC=1.C1(P(C2C=CC=CC=2)C2C=CC=CC=2)C=CC=CC=1>[F:12][CH:11]([F:13])[O:10][C:4]1[C:3]([O:14][CH2:15][O:16][CH3:17])=[C:2]([C:32]2[CH:33]=[C:34]3[C:38](=[CH:39][CH:40]=2)[C:37](=[O:41])[O:36][CH2:35]3)[CH:7]=[CH:6][C:5]=1[O:8][CH3:9] |f:1.2.3,6.7.8.9.10|. Procedure: A stirring solution of 1-bromo-3-(difluoromethoxy)-4-methoxy-2-(methoxymethoxy)benzene (1.5 g, 4.79 mmol) in dimethylformamide (30 mL) was purged with argon gas for 1 h, to this cesium carbonate (4.7 g, 14.37 mmol), tetrakis(triphenylphosphine) palladium (0) (553 mg, 0.479 mmol) and 5-(4,4,5,5-tetramethyl-1,3,2-dioxaborolan-2-yl)isobenzofuran-1(3H)-one (1.49 g, 5.74 mmol) were added and the resultant reaction mixture was heated to 80° C. for 4 h. The reaction mixture was cooled to RT, filtered a... Starting materials: resultant product, [Cl-].[NH4+] (ammonium chloride), O (Water), C(#N)C=1N=C(SC1)SCC(=O)NC[C@H]1CN(CCO1)CC1=CC(=C(C=C1)Cl)Cl ((2S)-(4-cyanothiazol-2-ylthio)-N-{[4-(3,4-dichlorobenzyl)morpholin-2-yl]methyl}acetamide), [N-]=[N+]=[N-].[Na+] (sodium azide). The solvent is CN(C=O)C (dimethylformamide). Yields the product ClC=1C=C(CN2C[C@@H](OCC2)CNC(CSC=2SC=C(N2)C2=NN=NN2)=O)C=CC1Cl ((2S)-N-{[4-(3,4-dichlorobenzyl)morpholin-2-yl]methyl}-[4-(1H-tetrazol-5-yl)thiazol-2-ylthio]acetamide). As a reaction SMILES: [C:1]([C:3]1[N:4]=[C:5]([S:8][CH2:9][C:10]([NH:12][CH2:13][C@@H:14]2[O:19][CH2:18][CH2:17][N:16]([CH2:20][C:21]3[CH:26]=[CH:25][C:24]([Cl:27])=[C:23]([Cl:28])[CH:22]=3)[CH2:15]2)=[O:11])[S:6][CH:7]=1)#[N:2].[N-:29]=[N+:30]=[N-:31].[Na+].[Cl-].[NH4+].O>CN(C)C=O>[Cl:28][C:23]1[CH:22]=[C:21]([CH:26]=[CH:25][C:24]=1[Cl:27])[CH2:20][N:16]1[CH2:17][CH2:18][O:19][C@@H:14]([CH2:13][NH:12][C:10](=[O:11])[CH2:9][S:8][C:5]2[S:6][CH:7]=[C:3]([C:1]3[NH:31][N:30]=[N:29][N:2]=3)[N:4]=2)[CH2:15]1 |f:1.2,3.4|. Reported procedure: The resultant product (457 mg) of (22-1), sodium azide (78 mg) and ammonium chloride (525 mg) were suspended in dimethylformamide (3 mL), and the mixture was heated under reflux for 4 hrs. Water was added to the reaction mixture, and the mixture was extracted with ethyl acetate. The extract was washed with saturated brine, dried over anhydrous sodium sulfate, and the solvent was evaporated under reduced pressure. The obtained residue was purified by silica gel column chromatography using a mixed... Starting materials: BrC=1C=C(CP(OCC)(OCC)=O)C=C(C1)OC1=NC=C(C=C1)C(F)(F)F (diethyl 3-bromo-5-(5-(trifluoromethyl)pyridin-2-yloxy)benzylphosphonate), O=C1CCN(CC1)C(=O)OC(C)(C)C (tert-butyl 4-oxopiperidine-1-carboxylate), [H-].[Na+] (sodium hydride). The solvent is C1CCOC1 (THF), C1CCOC1 (THF), C1CCOC1 (THF). Conditions: temperature 0 celsius, time 30 minute. The product is BrC=1C=C(C=C2CCN(CC2)C(=O)OC(C)(C)C)C=C(C1)OC1=NC=C(C=C1)C(F)(F)F (tert-Butyl 4-(3-bromo-5-(5-(trifluoromethyl)pyridin-2-yloxy)benzylidene)piperidine-1-carboxylate). Yield: 101.4%. RXN SMILES: [H-].[Na+].[Br:3][C:4]1[CH:5]=[C:6]([CH:16]=[C:17]([O:19][C:20]2[CH:25]=[CH:24][C:23]([C:26]([F:29])([F:28])[F:27])=[CH:22][N:21]=2)[CH:18]=1)[CH2:7]P(=O)(OCC)OCC.O=[C:31]1[CH2:36][CH2:35][N:34]([C:37]([O:39][C:40]([CH3:43])([CH3:42])[CH3:41])=[O:38])[CH2:33][CH2:32]1>C1COCC1>[Br:3][C:4]1[CH:5]=[C:6]([CH:16]=[C:17]([O:19][C:20]2[CH:25]=[CH:24][C:23]([C:26]([F:27])([F:28])[F:29])=[CH:22][N:21]=2)[CH:18]=1)[CH:7]=[C:31]1[CH2:36][CH2:35][N:34]([C:37]([O:39][C:40]([CH3:43])([CH3:42])[CH3:41])=[O:38])[CH2:33][CH2:32]1 |f:0.1|. Procedure: To a suspension of sodium hydride (0.292 g, 12.17 mmol) in THF (10 mL) under inert atmosphere cooled to 0° C. was added diethyl 3-bromo-5-(5-(trifluoromethyl)pyridin-2-yloxy)benzylphosphonate (3.8 g, 8.11 mmol) as a solution in THF (10 mL) dropwise. The reaction was stirred for 30 min at 0° C. and tert-butyl 4-oxopiperidine-1-carboxylate (1.62 g, 8.11 mmol) was added as a solution in THF (10 mL). The reaction was stirred at RT for 5 h. The reaction mixture was cooled to 0° C. and quenched with s... The reactants are Intermediate 122G, ClC=1C(=NN(C1C)C1=C(C=C(C=C1)C(NS(=O)(=O)C1=CC2=CC=CC=C2C=C1)=O)C(=O)N1CC2=CC=CC=C2CC1)C(=O)O (4-chloro-5-methyl-1-(4-(naphthalen-2-ylsulfonylcarbamoyl)-2-(1,2,3,4-tetrahydroisoquinoline-2-carbonyl)phenyl)-1H-pyrazole-3-carboxylic acid), ClC=1C(=NN(C1C)C1=C(C=C(C=C1)C(NS(=O)(=O)C1=CC2=CC=CC=C2C=C1)=O)C(=O)N1CC2=CC=CC=C2CC1)C(=O)O (4-chloro-5-methyl-1-(4-(naphthalen-2-ylsulfonylcarbamoyl)-2-(1,2,3,4-tetrahydroisoquinoline-2-carbonyl)phenyl)-1H-pyrazole-3-carboxylic acid), C(CCC)NC1=CC(=C(C=C1)Cl)Cl (N-butyl-3,4-dichloroaniline). Product: C(CCC)N(C(=O)C1=NN(C(=C1Cl)C)C1=C(C=C(C=C1)C(NS(=O)(=O)C1=CC2=CC=CC=C2C=C1)=O)C(=O)N1CC2=CC=CC=C2CC1)C1=CC=CC=C1 (N-Butyl-4-chloro-5-methyl-1-(4-(naphthalen-2-ylsulfonylcarbamoyl)-2-(1,2,3,4-tetrahydroisoquinoline-2-carbonyl)phenyl)-N-phenyl-1H-pyrazole-3-carboxamide). As a reaction SMILES: [Cl:1][C:2]1[C:3]([C:42]([OH:44])=O)=[N:4][N:5]([C:8]2[CH:13]=[CH:12][C:11]([C:14](=[O:29])[NH:15][S:16]([C:19]3[CH:28]=[CH:27][C:26]4[C:21](=[CH:22][CH:23]=[CH:24][CH:25]=4)[CH:20]=3)(=[O:18])=[O:17])=[CH:10][C:9]=2[C:30]([N:32]2[CH2:41][CH2:40][C:39]3[C:34](=[CH:35][CH:36]=[CH:37][CH:38]=3)[CH2:33]2)=[O:31])[C:6]=1[CH3:7].[CH2:45]([NH:49][C:50]1[CH:55]=[CH:54][C:53](Cl)=[C:52](Cl)[CH:51]=1)[CH2:46][CH2:47][CH3:48]>>[CH2:45]([N:49]([C:50]1[CH:55]=[CH:54][CH:53]=[CH:52][CH:51]=1)[C:42]([C:3]1[C:2]([Cl:1])=[C:6]([CH3:7])[N:5]([C:8]2[CH:13]=[CH:12][C:11]([C:14](=[O:29])[NH:15][S:16]([C:19]3[CH:28]=[CH:27][C:26]4[C:21](=[CH:22][CH:23]=[CH:24][CH:25]=4)[CH:20]=3)(=[O:18])=[O:17])=[CH:10][C:9]=2[C:30]([N:32]2[CH2:41][CH2:40][C:39]3[C:34](=[CH:35][CH:36]=[CH:37][CH:38]=3)[CH2:33]2)=[O:31])[N:4]=1)=[O:44])[CH2:46][CH2:47][CH3:48]. Procedure details: Following a procedure analogous to that for the synthesis of Intermediate 122G, 4-chloro-5-methyl-1-(4-(naphthalen-2-ylsulfonylcarbamoyl)-2-(1,2,3,4-tetrahydroisoquinoline-2-carbonyl)phenyl)-1H-pyrazole-3-carboxylic acid (Intermediate 122F, 50 mg, 0.079 mmol) and N-butyl-3,4-dichloroaniline (Aldrich, 10 mg, 0.046 mmol) were converted to the title compound. 1H NMR (1:1 CD3OD:CDCl3, mixture of amide rotamers) δ 8.73 (s, 1H), 8.12-8.00 (m, 4H), 7.97-7.94 (m, 1H), 7.74-7.66 (m, 2H), 7.57 (br s, 1H),...